describe an organic reaction: reactants, conditions, products, and yield From a dataset of the Open Reaction Database (ORD), a public repository of structured organic reaction records. Starting materials: COc1ccc(N2C(=O)C(=CC(C)=O)C2c2ccccc2)cc1, CC(C)O, Cl, NO, c1c[nH]cn1. The product is COc1ccc(N2C(=O)C(=CC(C)=NO)C2c2ccccc2)cc1. As a reaction SMILES: [CH3:1][O:2][c:3]1[cH:4][cH:5][c:6]([N:9]2[C:10](=[O:23])[C:11](=[CH:19][C:20]([CH3:21])=[O:22])[CH:12]2[c:13]2[cH:14][cH:15][cH:16][cH:17][cH:18]2)[cH:7][cH:8]1.[CH:32]([OH:33])([CH3:34])[CH3:35].[ClH:24].[NH2:25][OH:26].[nH:27]1[cH:28][cH:29][n:30][cH:31]1>>[CH3:1][O:2][c:3]1[cH:4][cH:5][c:6]([N:9]2[C:10](=[O:23])[C:11](=[CH:19][C:20]([CH3:21])=[N:25][OH:26])[CH:12]2[c:13]2[cH:14][cH:15][cH:16][cH:17][cH:18]2)[cH:7][cH:8]1. The reactants are CO, COC(=O)CCC(C)C1CCC2C3CCC4CC(N)CCC4(C)C3CC(=O)C12C, [Na+], [OH-]. Yields the product CC(CCC(=O)O)C1CCC2C3CCC4CC(N)CCC4(C)C3CC(=O)C12C. As a reaction SMILES: [CH3:32][OH:33].[CH3:3][O:4][C:5]([CH2:6][CH2:7][CH:8]([CH3:9])[CH:10]1[CH2:11][CH2:12][CH:13]2[CH:14]3[CH2:15][CH2:16][CH:17]4[CH2:18][CH:19]([NH2:30])[CH2:20][CH2:21][C:22]4([CH3:23])[CH:24]3[CH2:25][C:26](=[O:29])[C:27]12[CH3:28])=[O:31].[Na+:2].[OH-:1]>>[O:4]=[C:5]([CH2:6][CH2:7][CH:8]([CH3:9])[CH:10]1[CH2:11][CH2:12][CH:13]2[CH:14]3[CH2:15][CH2:16][CH:17]4[CH2:18][CH:19]([NH2:30])[CH2:20][CH2:21][C:22]4([CH3:23])[CH:24]3[CH2:25][C:26](=[O:29])[C:27]12[CH3:28])[OH:31]. Starting materials: C(C)(C)OP(OC(C)C)(=O)CP(OC(C)C)(=O)OC(C)C (tetraisopropylmethanediphosphonate), ester, BrC=1C(=C(C(=CC1)C)C)Br (dibromo-o-xylene). Product: C1C(CC2=CC=CC=C12)(P(O)(=O)O)P(O)(=O)O (Indan-2,2-diphosphonic acid). The yield is 70.0%. Reaction SMILES: C([O:4][P:5]([CH2:11][P:12]([O:18]C(C)C)(=[O:17])[O:13]C(C)C)(=[O:10])[O:6]C(C)C)(C)C.Br[C:23]1[C:24](Br)=[C:25]([CH3:30])[C:26]([CH3:29])=[CH:27][CH:28]=1>>[CH2:29]1[C:26]2[C:25](=[CH:24][CH:23]=[CH:28][CH:27]=2)[CH2:30][C:11]1([P:5]([OH:6])(=[O:10])[OH:4])[P:12]([OH:13])(=[O:17])[OH:18]. Procedure details: Using the procedure described in Example I, tetraisopropylmethanediphosphonate MDP was converted to the desired ester in 70% yield by reaction with dibromo-o-xylene at 80° C. for 3 h: mp 55°-57° C.; 1H NMR (CDCl3) 7.15 (s, 4H, aromatic), 5.00-4.55 (m, 4H, CH), 3.60 (t, 4H, J=17.6 Hz, CH2), 1.26 (t, 24H, J=6 Hz, CH3); 31P NMR (CDCl3) 24.7 ppm; Cl mass spectrum m/e 447 (MH+). Anal. calcd for C21H36O6P2 : C, 56.49; H, 8.13; P, 13.88. Found: C, 56.71; H, 8.24; P, 14.18. Reported procedure: A mixture of ethyl 4-[3-(3-nitrobenzoyl)indol-1-yl]butyrate (1.60 g), 1N aqueous sodium hydroxide (11 ml) and 1,4-dioxane (50 ml) was stirred at 25° C. for 14 hours. After evaporation of the organic solvent, 1N hydrochloric acid (20 ml) was added to the aqueous solution and the mixture was extracted with ethyl acetate. The extract was washed with water, dried over magnesium sulfate, and evaporated in vacuo. The crystalline residue was recrystallized from a mixture of ethyl acetate and hexane to ... Reactants: [N+](=O)([O-])C=1C=C(C(=O)C2=CN(C3=CC=CC=C23)CCCC(=O)OCC)C=CC1 (ethyl 4-[3-(3-nitrobenzoyl)indol-1-yl]butyrate), [OH-].[Na+] (sodium hydroxide). Isolated yield 86.4%. Solvent: O1CCOCC1 (1,4-dioxane). As a reaction SMILES: [N+:1]([C:4]1[CH:5]=[C:6]([CH:26]=[CH:27][CH:28]=1)[C:7]([C:9]1[C:17]2[C:12](=[CH:13][CH:14]=[CH:15][CH:16]=2)[N:11]([CH2:18][CH2:19][CH2:20][C:21]([O:23]CC)=[O:22])[CH:10]=1)=[O:8])([O-:3])=[O:2].[OH-].[Na+]>O1CCOCC1>[N+:1]([C:4]1[CH:5]=[C:6]([CH:26]=[CH:27][CH:28]=1)[C:7]([C:9]1[C:17]2[C:12](=[CH:13][CH:14]=[CH:15][CH:16]=2)[N:11]([CH2:18][CH2:19][CH2:20][C:21]([OH:23])=[O:22])[CH:10]=1)=[O:8])([O-:3])=[O:2] |f:1.2|. Conditions: temperature 25 celsius, time 14 hour. Yields the product [N+](=O)([O-])C=1C=C(C(=O)C2=CN(C3=CC=CC=C23)CCCC(=O)O)C=CC1 (4-[3-(3-nitrobenzoyl)indol-1-yl]butyric acid).